This data is from the Open Reaction Database (ORD), a public repository of structured organic reaction records. The task is: describe an organic reaction: reactants, conditions, products, and yield Starting materials: BrC=1C=CC2=C(OCCC3=C2SC(=C3)C=3N(C(=NN3)N)C3=C(C=CC=C3)Cl)C1 (5-(8-bromo-4,5-dihydrobenzo[b]thieno[2,3-d]oxepin-2-yl)-4-(2-chlorophenyl)-4H-1,2,4-triazol-3-amine), CC1(OB(OC1(C)C)C=1C=NNC1)C (4-(4,4,5,5-tetramethyl-1,3,2-dioxaborolan-2-yl)-1H-pyrazole). Product: N1N=CC(=C1)C=1C=CC2=C(OCCC3=C2SC(=C3)C=3N(C(=NN3)N)C3=C(C=CC=C3)Cl)C1 (5-(8-(1H-pyrazol-4-yl)-4,5-dihydrobenzo[b]thieno[2,3-d]oxepin-2-yl)-4-(2-chlorophenyl)-4H-1,2,4-triazol-3-amine). Reaction SMILES: Br[C:2]1[CH:3]=[CH:4][C:5]2[C:11]3[S:12][C:13]([C:15]4[N:16]([C:21]5[CH:26]=[CH:25][CH:24]=[CH:23][C:22]=5[Cl:27])[C:17]([NH2:20])=[N:18][N:19]=4)=[CH:14][C:10]=3[CH2:9][CH2:8][O:7][C:6]=2[CH:28]=1.CC1(C)C(C)(C)OB([C:37]2[CH:38]=[N:39][NH:40][CH:41]=2)O1>>[NH:39]1[CH:38]=[C:37]([C:2]2[CH:3]=[CH:4][C:5]3[C:11]4[S:12][C:13]([C:15]5[N:16]([C:21]6[CH:26]=[CH:25][CH:24]=[CH:23][C:22]=6[Cl:27])[C:17]([NH2:20])=[N:18][N:19]=5)=[CH:14][C:10]=4[CH2:9][CH2:8][O:7][C:6]=3[CH:28]=2)[CH:41]=[N:40]1. Procedure details: Following the procedure in Example 93, 5-(8-bromo-4,5-dihydrobenzo[b]thieno[2,3-d]oxepin-2-yl)-4-(2-chlorophenyl)-4H-1,2,4-triazol-3-amine was coupled with 4-(4,4,5,5-tetramethyl-1,3,2-dioxaborolan-2-yl)-1H-pyrazole to give 307. MS (ESI) 461.1 Reactants: CCCC(=O)Cl, CC#N, O=C1NC2C=CC1C2, O, c1ccncc1. The product is CCCC(=O)N1C(=O)C2C=CC1C2. Reaction SMILES: [C:15]([CH2:16][CH2:17][CH3:18])(=[O:19])[Cl:20].[CH3:22][C:23]#[N:24].[CH:1]12[NH:2][C:3](=[O:8])[CH:4]([CH:5]=[CH:6]1)[CH2:7]2.[OH2:21].[cH:9]1[cH:10][cH:11][n:12][cH:13][cH:14]1>>[CH:1]12[N:2]([C:15]([CH2:16][CH2:17][CH3:18])=[O:19])[C:3](=[O:8])[CH:4]([CH:5]=[CH:6]1)[CH2:7]2. The reactants are O=C(O)c1ccc(Br)s1, CC(C)(C)OC(=O)N1CCC(CN)C1. Yields the product CC(C)(C)OC(=O)N1CCC(CNC(=O)c2ccc(Br)s2)C1. Reaction SMILES: [Br:15][c:16]1[cH:17][cH:18][c:19]([C:21](=[O:22])[OH:23])[s:20]1.[NH2:1][CH2:2][CH:3]1[CH2:4][N:5]([C:8](=[O:9])[O:10][C:11]([CH3:12])([CH3:13])[CH3:14])[CH2:6][CH2:7]1>>[NH:1]([CH2:2][CH:3]1[CH2:4][N:5]([C:8](=[O:9])[O:10][C:11]([CH3:12])([CH3:13])[CH3:14])[CH2:6][CH2:7]1)[C:21]([c:19]1[cH:18][cH:17][c:16]([Br:15])[s:20]1)=[O:22]. Reactants: COC=1C=C(C(=O)NC)C=C(C1)C1=CC2=CC=C(C=C2C=C1)OC (3-methoxy-5-(6-methoxynaphthalene-2-yl)-N-methylbenzamide), B(Br)(Br)Br (boron tribromide). Reported procedure: The compound is prepared by reaction of 3-methoxy-5-(6-methoxynaphthalene-2-yl)-N-methylbenzamide (110 mg, 0.34 mmol, 1 eq) with boron tribromide solution (5 eq) according to method G. Purification by column chromatography was not necessary. The desired product was already obtained after the processing in quantitative yield (99.6 mg). The product is OC=1C=C(C(=O)NC)C=C(C1)C1=CC2=CC=C(C=C2C=C1)O (3-Hydroxy-5-(6-hydroxynaphthalen-2-yl)-N-methylbenzamide). RXN SMILES: C[O:2][C:3]1[CH:4]=[C:5]([CH:10]=[C:11]([C:13]2[CH:22]=[CH:21][C:20]3[C:15](=[CH:16][CH:17]=[C:18]([O:23]C)[CH:19]=3)[CH:14]=2)[CH:12]=1)[C:6]([NH:8][CH3:9])=[O:7].B(Br)(Br)Br>>[OH:2][C:3]1[CH:4]=[C:5]([CH:10]=[C:11]([C:13]2[CH:22]=[CH:21][C:20]3[C:15](=[CH:16][CH:17]=[C:18]([OH:23])[CH:19]=3)[CH:14]=2)[CH:12]=1)[C:6]([NH:8][CH3:9])=[O:7]. The reactants are CO, COC(=O)c1ccc(-c2nn(Cc3ccc(OC)cc3)c3nccc(Oc4ccc(NC(=O)C5(C(=O)Nc6ccc(F)cc6)CC5)cc4F)c23)cc1, [Na+], [OH-]. The product is COc1ccc(Cn2nc(-c3ccc(C(=O)O)cc3)c3c(Oc4ccc(NC(=O)C5(C(=O)Nc6ccc(F)cc6)CC5)cc4F)ccnc32)cc1. Reaction SMILES: [CH3:55][OH:56].[F:1][c:2]1[c:3]([O:4][c:5]2[c:6]3[c:7]([n:8][cH:9][cH:10]2)[n:11]([CH2:24][c:25]2[cH:26][cH:27][c:28]([O:31][CH3:32])[cH:29][cH:30]2)[n:12][c:13]3-[c:14]2[cH:15][cH:16][c:17]([C:18](=[O:19])[O:20][CH3:21])[cH:22][cH:23]2)[cH:33][cH:34][c:35]([NH:37][C:38](=[O:39])[C:40]2([C:43]([NH:44][c:45]3[cH:46][cH:47][c:48]([F:51])[cH:49][cH:50]3)=[O:52])[CH2:41][CH2:42]2)[cH:36]1.[Na+:54].[OH-:53]>>[F:1][c:2]1[c:3]([O:4][c:5]2[c:6]3[c:7]([n:8][cH:9][cH:10]2)[n:11]([CH2:24][c:25]2[cH:26][cH:27][c:28]([O:31][CH3:32])[cH:29][cH:30]2)[n:12][c:13]3-[c:14]2[cH:15][cH:16][c:17]([C:18](=[O:19])[OH:20])[cH:22][cH:23]2)[cH:33][cH:34][c:35]([NH:37][C:38](=[O:39])[C:40]2([C:43]([NH:44][c:45]3[cH:46][cH:47][c:48]([F:51])[cH:49][cH:50]3)=[O:52])[CH2:41][CH2:42]2)[cH:36]1. Reaction conditions: temperature 90 celsius, time 1 hour. The solvent is O1CCOCC1 (dioxane), O1CCOCC1 (dioxane), C1(=CC=CC=C1)C (toluene). Yield: 57.3%. Procedure details: To a stirred solution of 4-aminotetrahydropyran (123 mg, 1.22 mmol) in dioxane (3 mL) under argon and at room temperature was added trimethylaluminium (0.6 mL of a 2M solution in toluene, 1.2 mmol). After 1 h, a solution of 2-[(E)-2-(5-methyl-3-phenyl-isoxazol-4-yl)-vinyl]-thiazole-5-carboxylic acid ethyl ester (50 mg, 0.15 mmol) in dioxane (3 mL) was added and the reaction mixture heated at 90° C. for 3 h. The reaction mixture was then cooled, quenched with ice water and extracted with dichloro... Reaction SMILES: [NH2:1][CH:2]1[CH2:7][CH2:6][O:5][CH2:4][CH2:3]1.C[Al](C)C.C([O:14][C:15]([C:17]1[S:21][C:20](/[CH:22]=[CH:23]/[C:24]2[C:25]([C:30]3[CH:35]=[CH:34][CH:33]=[CH:32][CH:31]=3)=[N:26][O:27][C:28]=2[CH3:29])=[N:19][CH:18]=1)=O)C>O1CCOCC1.C1(C)C=CC=CC=1>[O:5]1[CH2:6][CH2:7][CH:2]([NH:1][C:15]([C:17]2[S:21][C:20](/[CH:22]=[CH:23]/[C:24]3[C:25]([C:30]4[CH:35]=[CH:34][CH:33]=[CH:32][CH:31]=4)=[N:26][O:27][C:28]=3[CH3:29])=[N:19][CH:18]=2)=[O:14])[CH2:3][CH2:4]1. The product is O1CCC(CC1)NC(=O)C1=CN=C(S1)\C=C\C=1C(=NOC1C)C1=CC=CC=C1 (2-[(E)-2-(5-Methyl-3-phenyl-isoxazol-4-yl)-vinyl]-thiazole-5-carboxylic acid(tetra-hydro-pyran-4-yl)-amide). The reactants are C(C)OC(=O)C1=CN=C(S1)\C=C\C=1C(=NOC1C)C1=CC=CC=C1 (2-[(E)-2-(5-methyl-3-phenyl-isoxazol-4-yl)-vinyl]-thiazole-5-carboxylic acid ethyl ester), NC1CCOCC1 (4-aminotetrahydropyran), C[Al](C)C (trimethylaluminium), solution. Starting materials: COC(C)C=1NC2=C(N1)C=CC=C2 (1-methoxyethylbenzimidazole), C(CCC)[Li] (n-butyl lithium), C(=O)OCC (ethyl formate). Run in CCCCCC (hexane). The product is COC(C)C1=CC=CC=2N=C(NC21)C=O (1-methoxyethylbenzimidazole-2-carboxaldehyde). As a reaction SMILES: C[O:2][CH:3]([C:5]1[NH:6][C:7]2[CH:13]=[CH:12][CH:11]=[CH:10][C:8]=2[N:9]=1)C.C([Li])CCC.[CH:19]([O:21][CH2:22][CH3:23])=O>CCCCCC>[CH3:19][O:21][CH:22]([C:13]1[C:7]2[NH:6][C:5]([CH:3]=[O:2])=[N:9][C:8]=2[CH:10]=[CH:11][CH:12]=1)[CH3:23]. Procedure details: Following the procedure of Example 1D, 2.36 g of 1-methoxyethylbenzimidazole, 5.15 ml of 2.6M n-butyl lithium in hexane, 1.08 ml of ethyl formate gave on work-up 1.73 g of the desired product as a yellow oil. Reactants: CC(C)c1nn(Cc2ccccc2Br)c(=O)c(C(=O)NCC(=O)O)c1O, O=C(O)c1ccc(B(O)O)cc1, O=C([O-])[O-], C1COCCO1, Cl, [K+], [K+], O, c1ccc(P(c2ccccc2)(c2ccccc2)[Pd](P(c2ccccc2)(c2ccccc2)c2ccccc2)(P(c2ccccc2)(c2ccccc2)c2ccccc2)P(c2ccccc2)(c2ccccc2)c2ccccc2)cc1. Yields the product CC(C)c1nn(Cc2ccccc2-c2ccc(C(=O)O)cc2)c(=O)c(C(=O)NCC(=O)O)c1O. Reaction SMILES: [Br:1][c:2]1[c:3]([CH2:8][n:9]2[n:10][c:11]([CH:24]([CH3:25])[CH3:26])[c:12]([OH:23])[c:13]([C:16](=[O:17])[NH:18][CH2:19][C:20](=[O:21])[OH:22])[c:14]2=[O:15])[cH:4][cH:5][cH:6][cH:7]1.[C:27](=[O:28])([OH:29])[c:30]1[cH:31][cH:32][c:33]([B:36]([OH:37])[OH:38])[cH:34][cH:35]1.[C:39](=[O:40])([O-:41])[O-:42].[CH2:46]1[O:47][CH2:48][CH2:49][O:50][CH2:51]1.[ClH:45].[K+:43].[K+:44].[OH2:52].[cH:53]1[cH:54][cH:55][c:56]([P:57]([Pd:58]([P:59]([c:60]2[cH:61][cH:62][cH:63][cH:64][cH:65]2)([c:66]2[cH:67][cH:68][cH:69][cH:70][cH:71]2)[c:72]2[cH:73][cH:74][cH:75][cH:76][cH:77]2)([P:78]([c:79]2[cH:80][cH:81][cH:82][cH:83][cH:84]2)([c:85]2[cH:86][cH:87][cH:88][cH:89][cH:90]2)[c:91]2[cH:92][cH:93][cH:94][cH:95][cH:96]2)[P:97]([c:98]2[cH:99][cH:100][cH:101][cH:102][cH:103]2)([c:104]2[cH:105][cH:106][cH:107][cH:108][cH:109]2)[c:110]2[cH:111][cH:112][cH:113][cH:114][cH:115]2)([c:116]2[cH:117][cH:118][cH:119][cH:120][cH:121]2)[c:122]2[cH:123][cH:124][cH:125][cH:126][cH:127]2)[cH:128][cH:129]1>>[c:2]1(-[c:33]2[cH:32][cH:31][c:30]([C:27](=[O:28])[OH:29])[cH:35][cH:34]2)[c:3]([CH2:8][n:9]2[n:10][c:11]([CH:24]([CH3:25])[CH3:26])[c:12]([OH:23])[c:13]([C:16](=[O:17])[NH:18][CH2:19][C:20](=[O:21])[OH:22])[c:14]2=[O:15])[cH:4][cH:5][cH:6][cH:7]1. The reactants are OC=1C(=NC(=CC1)C)C=O (3-hydroxy-6-methyl-pyridine-2-carbaldehyde), ClCC(=O)N1[C@@H](CN([C@H](C1)C)CC1=CC=C(C=C1)F)C (2-chloro-1-[4-(4-fluoro-benzyl)-(2R,5S)-2,5-dimethyl-piperazin-1-yl]-ethanone), C([O-])([O-])=O.[K+].[K+] (potassium carbonate), [I-].[K+] (potassium iodide). Run in CCOC(=O)C (EtOAc), CN(C=O)C (dimethylformamide). Run at temperature 60 celsius, time 8 hour. Yields the product FC1=CC=C(CN2C[C@H](N(C[C@@H]2C)C(COC=2C(=NC(=CC2)C)C=O)=O)C)C=C1 (3-{2-[4-(4-Fluoro-benzyl)-(2R,5S)-2,5-dimethyl-piperazin-1-yl]-2-oxo-ethoxy}-6-methyl-pyridine-2-carbaldehyde). The yield is 120.2%. Reaction SMILES: [OH:1][C:2]1[C:3]([CH:9]=[O:10])=[N:4][C:5]([CH3:8])=[CH:6][CH:7]=1.Cl[CH2:12][C:13]([N:15]1[CH2:20][C@H:19]([CH3:21])[N:18]([CH2:22][C:23]2[CH:28]=[CH:27][C:26]([F:29])=[CH:25][CH:24]=2)[CH2:17][C@H:16]1[CH3:30])=[O:14].C(=O)([O-])[O-].[K+].[K+].[I-].[K+]>CN(C)C=O.CCOC(C)=O>[F:29][C:26]1[CH:27]=[CH:28][C:23]([CH2:22][N:18]2[C@@H:19]([CH3:21])[CH2:20][N:15]([C:13](=[O:14])[CH2:12][O:1][C:2]3[C:3]([CH:9]=[O:10])=[N:4][C:5]([CH3:8])=[CH:6][CH:7]=3)[C@H:16]([CH3:30])[CH2:17]2)=[CH:24][CH:25]=1 |f:2.3.4,5.6|. Procedure details: To a solution of 3-hydroxy-6-methyl-pyridine-2-carbaldehyde (0.27 g, 1.95 mmol) in dimethylformamide (4 mL) was added 2-chloro-1-[4-(4-fluoro-benzyl)-(2R,5S)-2,5-dimethyl-piperazin-1-yl]-ethanone (0.53 g, 1.77 mmol), potassium carbonate (0.49 g, 3.5 mmol) and potassium iodide (0.29 g, 1.8 mmol). The resulting mixture was stirred at 60° C. overnight, then diluted with EtOAc, washed with brine and the organic layer was dried over magnesium sulfate. Filtration followed by concentration in vacuo gav...